This data is from the Open Reaction Database (ORD), a public repository of structured organic reaction records. The task is: describe an organic reaction: reactants, conditions, products, and yield The reactants are OC1=CC=C(C=C1)CC(=O)OC (methyl 4-hydroxybenzeneacetate), C(=O)([O-])[O-].[K+].[K+] (K2CO3), BrC1C(CCC1)NS(=O)(=O)C1=CC=C(C=C1)Cl (N-(2-bromocyclopentyl)-4-chlorobenzenesulfonamide). Solvent: CN(C)C=O (DMF), CN(C)C=O (DMF). Run at temperature 80 celsius, time 5 hour. Yields the product ClC1=CC=C(C=C1)S(=O)(=O)NC1C(CCC1)OC1=CC=C(C=C1)CC(=O)OCC (Ethyl 4-[2-[[(4-chlorophenyl)sulfonyl]amino]cyclopentyloxy]benzeneacetate). Yield: 95.7%. RXN SMILES: [OH:1][C:2]1[CH:7]=[CH:6][C:5]([CH2:8][C:9]([O:11][CH3:12])=[O:10])=[CH:4][CH:3]=1.[C:13]([O-])([O-])=O.[K+].[K+].Br[CH:20]1[CH2:24][CH2:23][CH2:22][CH:21]1[NH:25][S:26]([C:29]1[CH:34]=[CH:33][C:32]([Cl:35])=[CH:31][CH:30]=1)(=[O:28])=[O:27]>CN(C=O)C>[Cl:35][C:32]1[CH:33]=[CH:34][C:29]([S:26]([NH:25][CH:21]2[CH2:22][CH2:23][CH2:24][CH:20]2[O:1][C:2]2[CH:3]=[CH:4][C:5]([CH2:8][C:9]([O:11][CH2:12][CH3:13])=[O:10])=[CH:6][CH:7]=2)(=[O:28])=[O:27])=[CH:30][CH:31]=1 |f:1.2.3|. Procedure details: A mixture of 2.5 g (15 mmoles) of methyl 4-hydroxybenzeneacetate, 4 g (30 mmoles) of K2CO3 and 30 ml of DMF is heated to 80° C. A solution of 5 g (14.8 mmoles) of N-(2-bromocyclopentyl)-4-chlorobenzenesulfonamide as in example 5a is added dropwise thereto, in 50 ml of DMF. The mixture is stirred 5 h at 80° C. After cooling, the solid which is present is filtered and rinsed with ethyl acetate. The filtrate which is diluted with water is extracted with ethyl acetate. The organic phase is washed wi...